Dataset: the Open Reaction Database (ORD), a public repository of structured organic reaction records. Task: describe an organic reaction: reactants, conditions, products, and yield The reactants are ClC=1N(C(C=C(N1)C(F)(F)F)=O)C1=C(C=C(C(=C1)OC(C)C)Cl)F (2-chloro-1-(4-chloro-2-fluoro-5-isopropoxyphenyl)-4-trifluoromethyl-6(1H)-pyrimidinone), [Na] (sodium). Solvent: C(CC)O (n-propanol). Product: ClC1=CC(=C(C=C1OC(C)C)N1C(=NC(=CC1=O)C(F)(F)F)OCCC)F (1-(4-chloro-2-fluoro-5-isopropoxyphenyl)-2-propoxy-4-trifluoromethyl-6(1H)-pyrimidinone). RXN SMILES: Cl[C:2]1[N:3]([C:13]2[CH:18]=[C:17]([O:19][CH:20]([CH3:22])[CH3:21])[C:16]([Cl:23])=[CH:15][C:14]=2[F:24])[C:4](=[O:12])[CH:5]=[C:6]([C:8]([F:11])([F:10])[F:9])[N:7]=1.[Na]>C(O)CC>[Cl:23][C:16]1[C:17]([O:19][CH:20]([CH3:22])[CH3:21])=[CH:18][C:13]([N:3]2[C:4](=[O:12])[CH:5]=[C:6]([C:8]([F:11])([F:10])[F:9])[N:7]=[C:2]2[O:12][CH2:4][CH2:5][CH3:6])=[C:14]([F:24])[CH:15]=1 |^1:24|. Procedure: using 2-chloro-1-(4-chloro-2-fluoro-5-isopropoxyphenyl)-4-trifluoromethyl-6(1H)-pyrimidinone and sodium propylate in n-propanol there is obtained 1-(4-chloro-2-fluoro-5-isopropoxyphenyl)-2-propoxy-4-trifluoromethyl-6(1H)-pyrimidinone, 1H-NMR (CDCl3, 400 MHz): 7.31 ppm (d,1H), 6.80 ppm (d,1H), 6.59 ppm (s,1H), 4.31-4.51 ppm (m,3H), 1.67 ppm (m,2H), 1.38 ppm (d,3H), 1.37 ppm (d,3H), 0.85 ppm (t,3H); Starting materials: C(C)N1C2=CC=CC=C2C=2C=C(C=CC12)C=O (N-ethyl carbazole-3-carboxaldehyde), C(CC#N)#N (malononitrile), C(C)(=O)O (acetic acid), C(C)(=O)[O-].[NH4+] (ammonium acetate). The solvent is C1=CC=CC=C1 (benzene). Reaction conditions: time 30 minute. Product: C(C)N1C2=CC=CC=C2C=2C=C(C=CC12)C=C(C#N)C#N (N-ethyl-3-dicyanovinylcarbazole). RXN SMILES: [CH2:1]([N:3]1[C:15]2[CH:14]=[CH:13][C:12]([CH:16]=O)=[CH:11][C:10]=2[C:9]2[C:4]1=[CH:5][CH:6]=[CH:7][CH:8]=2)[CH3:2].[C:18](#[N:22])[CH2:19][C:20]#[N:21].C(O)(=O)C.C([O-])(=O)C.[NH4+]>C1C=CC=CC=1>[CH2:1]([N:3]1[C:15]2[CH:14]=[CH:13][C:12]([CH:16]=[C:19]([C:18]#[N:22])[C:20]#[N:21])=[CH:11][C:10]=2[C:9]2[C:4]1=[CH:5][CH:6]=[CH:7][CH:8]=2)[CH3:2] |f:3.4|. Procedure details: About 11.1 grams (0.05 moles) N-ethyl carbazole-3-carboxaldehyde, about 3.1 grams (0.05 moles) malononitrile, about 1 milliliter glacial acetic acid, about 0.35 grams ammonium acetate and about 40 milliliters benzene are heated to boiling under reflux conditions for about 30 minutes. The liquid portion of this mixture is separated from the brown colored solution by rotary evaporation, the solid residues twice recrystallized with glacial acetic acid washed with ethanol and dried in a vacuum oven.... Reactants: C1(CC1)NC(=O)NC=1C(=NNC1)C1=NC2=C(N1)C=CC(=C2)CN2CCOCC2 (1-cyclopropyl-3-[3-(5-morpholin-4-ylmethyl-1H-benzoimidazol-2-yl)-1H-pyrazol-4-yl]-urea), C([C@@H](O)C)(=O)O (L-lactic acid), CCOCC (Et2O), C1(=CC=CC=C1)C (toluene). Solvent: CCOC(=O)C.CC(C)O (EtOAc iPrOH). Conditions: time 24 hour. Product: C([C@@H](O)C)(=O)O.C1(CC1)NC(=O)NC=1C(=NNC1)C1=NC2=C(N1)C=CC(=C2)CN2CCOCC2 (1-cyclopropyl-3-[3-(5-morpholin-4-ylmethyl-1H-benzoimidazol-2-yl)-1H-pyrazol-4-yl]-urea, L-lactate salt). As a reaction SMILES: [CH:1]1([NH:4][C:5]([NH:7][C:8]2[C:9]([C:13]3[NH:17][C:16]4[CH:18]=[CH:19][C:20]([CH2:22][N:23]5[CH2:28][CH2:27][O:26][CH2:25][CH2:24]5)=[CH:21][C:15]=4[N:14]=3)=[N:10][NH:11][CH:12]=2)=[O:6])[CH2:3][CH2:2]1.[C:29]([OH:34])(=[O:33])[C@H:30]([CH3:32])[OH:31].C1(C)C=CC=CC=1.CCOCC>CCOC(C)=O.CC(O)C>[C:29]([OH:34])(=[O:33])[C@H:30]([CH3:32])[OH:31].[CH:1]1([NH:4][C:5]([NH:7][C:8]2[C:9]([C:13]3[NH:17][C:16]4[CH:18]=[CH:19][C:20]([CH2:22][N:23]5[CH2:24][CH2:25][O:26][CH2:27][CH2:28]5)=[CH:21][C:15]=4[N:14]=3)=[N:10][NH:11][CH:12]=2)=[O:6])[CH2:3][CH2:2]1 |f:4.5,6.7|. Procedure details: To a solution of 1-cyclopropyl-3-[3-(5-morpholin-4-ylmethyl-1H-benzoimidazol-2-yl)-1H-pyrazol-4-yl]-urea (9.10 g, 24 mmol) in EtOAc-iPrOH (1:1, 90 mL) was added L-lactic acid (2.25 g, 25 mmol). The mixture was stirred at ambient temperature for 24 h then reduced in vacuo. The residue was given consecutive slurries using toluene (100 mL) and Et2O (100 mL) and the resultant solid collected and dried (8.04 g). Procedure: Five milliliters of 47% hydrobromic acid were added to 1.5 g of 5-(4-methoxybenzyl)picolinic acid. The mixture was heated under reflux for three hours. After allowing to cool, the reaction mixture was adjusted to around pH 2 with 10% aqueous NaOH solution to form crystals. The crystals were collected by filtration and then recrystallized from methanol to obtain 1.0 g of 5-(4-hydroxybenzyl)-picolinic acid as crystals of a melting point of 213°~215° C. Reactants: Br (hydrobromic acid), COC1=CC=C(CC=2C=CC(=NC2)C(=O)O)C=C1 (5-(4-methoxybenzyl)picolinic acid), [OH-].[Na+] (NaOH). Reaction SMILES: Br.C[O:3][C:4]1[CH:19]=[CH:18][C:7]([CH2:8][C:9]2[CH:10]=[CH:11][C:12]([C:15]([OH:17])=[O:16])=[N:13][CH:14]=2)=[CH:6][CH:5]=1.[OH-].[Na+]>>[OH:3][C:4]1[CH:19]=[CH:18][C:7]([CH2:8][C:9]2[CH:10]=[CH:11][C:12]([C:15]([OH:17])=[O:16])=[N:13][CH:14]=2)=[CH:6][CH:5]=1 |f:2.3|. The product is OC1=CC=C(CC=2C=CC(=NC2)C(=O)O)C=C1 (5-(4-hydroxybenzyl)-picolinic acid). Isolated yield 70.7%. The reactants are COC(=O)C1=CC=C(C2=C1N(N=N2)C)C=O (4-formyl-1-methylbenzotriazole-7-carboxylic acid methyl ester), Cl.NO (hydroxylamine hydrochloride), C(C)(=O)[O-].[Na+] (sodium acetate), C(C)(C)O (isopropyl alcohol). Solvent: O (water). Reaction conditions: time 2 hour. Yields the product CN1N=NC2=C1C=C(C=C2C=NO)C(=O)OC (1-methyl-6-methoxycarbonylbenzotriazole-4-carbaldehyde oxime). Reaction SMILES: COC([C:5]1[C:10]2[N:11]([CH3:14])[N:12]=[N:13][C:9]=2[C:8]([CH:15]=O)=[CH:7][CH:6]=1)=O.Cl.[NH2:18][OH:19].[C:20]([O-:23])(=O)C.[Na+].[CH:25]([OH:28])(C)C>O>[CH3:14][N:11]1[C:10]2[CH:5]=[C:6]([C:20]([O:28][CH3:25])=[O:23])[CH:7]=[C:8]([CH:15]=[N:18][OH:19])[C:9]=2[N:13]=[N:12]1 |f:1.2,3.4|. Procedure details: A solution of 4-formyl-1-methylbenzotriazole-7-carboxylic acid methyl ester (0.15 g) in isopropyl alcohol (10 ml) and water (5 ml) was treated with hydroxylamine hydrochloride (0.05 g) and sodium acetate (0.06 g) and stirred for 2 h. Isopropyl alcohol was removed and the remaining mixture was extracted with ethyl acetate (3×5 ml). The combined organic layers were dried over sodium sulfate and concentrated to give 1-methyl-6-methoxycarbonylbenzotriazole-4-carbaldehyde oxime (0.14 g). 1H-NMR (400 ... The reactants are COC1=CC(=C(C=C1)NC(C=CC1=CC=CC=C1)=O)C (N-(4-methoxy-2-methylphenyl)cinnamamide), [Cl-].[Al+3].[Cl-].[Cl-] (aluminum chloride), ClC1=CC=CC=C1 (chlorobenzene), O (water). Run in CCCCCC (n-hexane). Run at temperature 125 celsius, time 1 hour. Product: OC=1C=C2C=CC(NC2=C(C1)C)=O (6-hydroxy-8-methylcarbostyril), crystals. Isolated yield 80.8%. RXN SMILES: C[O:2][C:3]1[CH:8]=[CH:7][C:6]([NH:9][C:10](=[O:19])[CH:11]=[CH:12]C2C=CC=CC=2)=[C:5]([CH3:20])[CH:4]=1.[Cl-].[Al+3].[Cl-].[Cl-].ClC1C=CC=CC=1.O>CCCCCC>[OH:2][C:3]1[CH:8]=[C:7]2[C:6](=[C:5]([CH3:20])[CH:4]=1)[NH:9][C:10](=[O:19])[CH:11]=[CH:12]2 |f:1.2.3.4|. Procedure: To N-(4-methoxy-2-methylphenyl)cinnamamide (28.33 g, 0.106M), aluminum chloride (70.5 g, 529 mmol) and chlorobenzene (175 ml) were added, and the mixture was stirred in a bath of 125° C. for 1 hour. Thereafter, the mixture was cooled and poured into ice--water, to which n-hexane was added. The insoluble matter was collected by filtration, and washed with chloroform. As a result, 15.0 of 6-hydroxy-8-methylcarbostyril was obtained as brown crystals (80.8%). Reactants: C(#N)C1=C(OCC(=O)OCC)C=CC(=C1)CCOCOC (ethyl 2-[2-cyano-4-(2-methoxymethoxyethyl)phenoxy]acetate), Cl (hydrochloric acid), O (water). The solvent is C(C)O (ethanol). Reaction conditions: temperature 70 celsius, time 2 hour. Product: C(#N)C1=C(OCC(=O)OCC)C=CC(=C1)CCO (ethyl 2-[2-cyano-4-(2-hydroxyethyl)phenoxy]acetate). Yield: 101.2%. Reaction SMILES: [C:1]([C:3]1[CH:15]=[C:14]([CH2:16][CH2:17][O:18]COC)[CH:13]=[CH:12][C:4]=1[O:5][CH2:6][C:7]([O:9][CH2:10][CH3:11])=[O:8])#[N:2].Cl.O>C(O)C>[C:1]([C:3]1[CH:15]=[C:14]([CH2:16][CH2:17][OH:18])[CH:13]=[CH:12][C:4]=1[O:5][CH2:6][C:7]([O:9][CH2:10][CH3:11])=[O:8])#[N:2]. Procedure details: To a solution of 2-hydroxy-5-(2-methoxymethoxyethyl)benzonitrile (496 mg) in N,N-dimethylformamide (5 ml) were added potassium carbonate (435 mg) and ethyl bromoacetate (292 μl), and the mixture was stirred for 2 hours at room temperature. The reaction mixture was poured into water and extracted with ethyl acetate. The extract was washed with brine, and removal of the solvent under reduced pressure gave ethyl 2-[2-cyano-4-(2-methoxymethoxyethyl)phenoxy]acetate (619 mg). To a solution of the obta... Starting materials: O=C([O-])[O-], CO, CC(=O)OCc1c(Cl)cc(-c2ccc(C(=O)N3CCC(C(F)(F)F)CC3)cc2)cc1Cl, [K+], [K+]. Reaction SMILES: [C:32](=[O:33])([O-:34])[O-:35].[CH3:38][OH:39].[Cl:1][c:2]1[cH:3][c:4](-[c:14]2[cH:15][cH:16][c:17]([C:20](=[O:21])[N:22]3[CH2:23][CH2:24][CH:25]([C:28]([F:29])([F:30])[F:31])[CH2:26][CH2:27]3)[cH:18][cH:19]2)[cH:5][c:6]([Cl:13])[c:7]1[CH2:8][O:9][C:10](=[O:11])[CH3:12].[K+:36].[K+:37]>>[Cl:1][c:2]1[cH:3][c:4](-[c:14]2[cH:15][cH:16][c:17]([C:20](=[O:21])[N:22]3[CH2:23][CH2:24][CH:25]([C:28]([F:29])([F:30])[F:31])[CH2:26][CH2:27]3)[cH:18][cH:19]2)[cH:5][c:6]([Cl:13])[c:7]1[CH2:8][OH:9]. The product is O=C(c1ccc(-c2cc(Cl)c(CO)c(Cl)c2)cc1)N1CCC(C(F)(F)F)CC1.